From a dataset of the Open Reaction Database (ORD), a public repository of structured organic reaction records. describe an organic reaction: reactants, conditions, products, and yield Reactants: S(=O)(=O)(O)O.NN (hydrazine sulfate). Solvent: OS(=O)(=O)O (H2SO4). Run at temperature 145 celsius, time 11 hour. Product: OS(=O)(=O)O.O=S(=O)=O (oleum). Reaction SMILES: [S:1]([OH:5])([OH:4])(=[O:3])=[O:2].NN>OS(O)(=O)=O>[OH:4][S:1]([OH:5])(=[O:3])=[O:2].[O:2]=[S:1](=[O:4])=[O:3] |f:0.1,3.4|. Reported procedure: A solution of 107 g of hydrazine sulfate dissolved in 1,000 g of 96% H2SO4 was then introduced over 2 hours, while the temperature was progressively raised from 110 to 180° C. The reaction mixture was kept at this temperature for approximately 11 hours. Reactants: C1(=CC=CC=C1)C1C(NNC1C1=CC=CC=C1)=O (4,5-Diphenyl-3-pyrazolidinone), ClC1=C(C=C(C=C1)N=C=O)C(F)(F)F (4-chloro-3-trifluoromethylphenylisocyanate). The solvent is C1CCOC1 (THF), C1CCOC1 (THF). Reaction conditions: time 2.3 hour. Product: ClC1=C(C=C(C=C1)NC(=O)N1NC(C(C1C1=CC=CC=C1)C1=CC=CC=C1)=O)C(F)(F)F (1-[(4-Chloro-3-trifluoromethylphenyl)aminocarbonyl]-4,5-diphenyl-3-pyrazolidinone). Isolated yield 85.3%. Reaction SMILES: [C:1]1([CH:7]2[CH:11]([C:12]3[CH:17]=[CH:16][CH:15]=[CH:14][CH:13]=3)[NH:10][NH:9][C:8]2=[O:18])[CH:6]=[CH:5][CH:4]=[CH:3][CH:2]=1.[Cl:19][C:20]1[CH:25]=[CH:24][C:23]([N:26]=[C:27]=[O:28])=[CH:22][C:21]=1[C:29]([F:32])([F:31])[F:30]>C1COCC1>[Cl:19][C:20]1[CH:25]=[CH:24][C:23]([NH:26][C:27]([N:10]2[CH:11]([C:12]3[CH:13]=[CH:14][CH:15]=[CH:16][CH:17]=3)[CH:7]([C:1]3[CH:2]=[CH:3][CH:4]=[CH:5][CH:6]=3)[C:8](=[O:18])[NH:9]2)=[O:28])=[CH:22][C:21]=1[C:29]([F:30])([F:31])[F:32]. Reported procedure: 4,5-Diphenyl-3-pyrazolidinone (3.00 g, 12.6 mmol) was dissolved in 40 mL THF under nitrogen, then a solution of 4-chloro-3-trifluoromethylphenylisocyanate (2.87 g, 13.0 mmol, 1.03 eq.) in 10 mL THF added over 2 min. After 2.3 hr, solvent was removed in vacuo, and the residue triturated with 25 mL toluene. The resulting solid was pulverized, washed twice with toluene, and dried in vacuo at 65° C. to give 4.94 g (85%) white solid.